This data is from the Open Reaction Database (ORD), a public repository of structured organic reaction records. The task is: describe an organic reaction: reactants, conditions, products, and yield The reactants are C(C=C)(=O)NCC=1C(OC2=CC(=CC=C2C1C)O)=O (acrylamido methyl 7-hydroxy-4-methyl coumarin), C(C(=C)C)(=O)OCCCCCCCCCCCCCCCCCC (stearyl methacrylate), N(=NC(C#N)(C)C)C(C#N)(C)C (azobis-isobutyronitrile). Run in CN(C=O)C (dimethylformamide). Product: C(C=C)(=O)NCC=1C(OC2=CC(=CC=C2C1C)O)=O.C(C(=C)C)(=O)OCCCCCCCCCCCCCCCCCC (acrylamido methyl-7-hydroxy-4-methyl coumarin stearyl methacrylate). RXN SMILES: [C:1]([NH:5][CH2:6][C:7]1[C:8](=[O:19])[O:9][C:10]2[C:15]([C:16]=1[CH3:17])=[CH:14][CH:13]=[C:12]([OH:18])[CH:11]=2)(=[O:4])[CH:2]=[CH2:3].[C:20]([O:25][CH2:26][CH2:27][CH2:28][CH2:29][CH2:30][CH2:31][CH2:32][CH2:33][CH2:34][CH2:35][CH2:36][CH2:37][CH2:38][CH2:39][CH2:40][CH2:41][CH2:42][CH3:43])(=[O:24])[C:21]([CH3:23])=[CH2:22].N(C(C)(C)C#N)=NC(C)(C)C#N>CN(C)C=O>[C:1]([NH:5][CH2:6][C:7]1[C:8](=[O:19])[O:9][C:10]2[C:15]([C:16]=1[CH3:17])=[CH:14][CH:13]=[C:12]([OH:18])[CH:11]=2)(=[O:4])[CH:2]=[CH2:3].[C:20]([O:25][CH2:26][CH2:27][CH2:28][CH2:29][CH2:30][CH2:31][CH2:32][CH2:33][CH2:34][CH2:35][CH2:36][CH2:37][CH2:38][CH2:39][CH2:40][CH2:41][CH2:42][CH3:43])(=[O:24])[C:21]([CH3:23])=[CH2:22] |f:4.5|. Procedure: Into a 50 ml flask provided with a condenser, a nitrogen led in tube and an agitator, there are introduced 1 g of acrylamido methyl 7-hydroxy-4-methyl coumarin, 2 g of stearyl methacrylate, 0.3 g of azobis-isobutyronitrile and 6 g of dimethylformamide. Starting materials: C1(CCCCC1)=O (cyclohexanone), COC1=C(N)C(=CC(=C1)C)OC (2,6-dimethoxy-4-methylaniline), O (water). Run in C1(=CC=CC=C1)C (toluene). Yields the product C1(CCCCC1)=NC1=C(C=C(C=C1OC)C)OC (N-cyclohexylidene-2,6-dimethoxy-4-methylaniline). RXN SMILES: [CH3:1][O:2][C:3]1[CH:9]=[C:8]([CH3:10])[CH:7]=[C:6]([O:11][CH3:12])[C:4]=1[NH2:5].[C:13]1(=O)[CH2:18][CH2:17][CH2:16][CH2:15][CH2:14]1.O>C1(C)C=CC=CC=1>[C:13]1(=[N:5][C:4]2[C:6]([O:11][CH3:12])=[CH:7][C:8]([CH3:10])=[CH:9][C:3]=2[O:2][CH3:1])[CH2:18][CH2:17][CH2:16][CH2:15][CH2:14]1. Procedure: 4.2 g of 2,6-dimethoxy-4-methylaniline are dissolved in 50 ml of toluene, 2.45 g of cyclohexanone are then added and the reaction mixture is heated at reflux for 18 hours. The water which is formed is removed as it is formed in the reaction mixture using a Dean and Stark apparatus. The toluene is evaporated and the oily N-cyclohexylidene-2,6-dimethoxy-4-methylaniline residue obtained is used without addition of purification in the following stage.